describe an organic reaction: reactants, conditions, products, and yield From a dataset of the Open Reaction Database (ORD), a public repository of structured organic reaction records. Reactants: OC1CCOCC1 (4-hydroxy tetrahydropyran), [N+](=[N-])=C(C(=O)OC)C1=CC=C(C=C1)S(=O)(=O)C1CCOCC1 (Methyl 2-diazo-2-(4-tetrahydropyran-4-ylsulfonylphenyl)acetate). The reagents and catalysts are CC(=O)O.CC(=O)O.CC(=O)O.CC(=O)O.[Rh].[Rh] (rhodium (II) acetate dimer). Solvent: C(Cl)Cl (DCM), C(Cl)Cl (DCM). Run at temperature 25 celsius, time 30 minute. The product is crude product, O1CCC(CC1)OC(C(=O)OC)C1=CC=C(C=C1)S(=O)(=O)C1CCOCC1 (methyl 2-tetrahydropyran-4-yloxy-2-(4-tetrahydropyran-4-ylsulfonylphenyl)acetate). Yield: 83.4%. As a reaction SMILES: [N+](=[C:3]([C:8]1[CH:13]=[CH:12][C:11]([S:14]([CH:17]2[CH2:22][CH2:21][O:20][CH2:19][CH2:18]2)(=[O:16])=[O:15])=[CH:10][CH:9]=1)[C:4]([O:6][CH3:7])=[O:5])=[N-].[OH:23][CH:24]1[CH2:29][CH2:28][O:27][CH2:26][CH2:25]1>C(Cl)Cl.CC(O)=O.CC(O)=O.CC(O)=O.CC(O)=O.[Rh].[Rh]>[O:27]1[CH2:28][CH2:29][CH:24]([O:23][CH:3]([C:8]2[CH:13]=[CH:12][C:11]([S:14]([CH:17]3[CH2:22][CH2:21][O:20][CH2:19][CH2:18]3)(=[O:16])=[O:15])=[CH:10][CH:9]=2)[C:4]([O:6][CH3:7])=[O:5])[CH2:25][CH2:26]1 |f:3.4.5.6.7.8|. Procedure details: Methyl 2-diazo-2-(4-tetrahydropyran-4-ylsulfonylphenyl)acetate (4.0 g, 12.34 mmol) was dissolved in DCM (40 mL) under argon atmosphere. To this solution, 4-hydroxy tetrahydropyran (1.5 g, 14.8 mmol) was added followed by rhodium (II) acetate dimer (0.109 g, 0.24 mmol). Mixture was stirred at 25° C. for 30 min. Reaction mixture was diluted with DCM (10 mL), organic layer was washed with water followed by brine solution, dried over anhydrous sodium sulfate, filtered and concentrated under reduced ... Starting materials: C(C)(C)(C)OC(=O)N1CCC(CC1)(O)CN1C(CN(CC1)S(=O)(=O)C=1COC2=C(C1)C=CC(=C2)Cl)=O (1-[1-(tert-butoxycarbonyl)-4-hydroxypiperidin-4-ylmethyl]-4-(7-chloro-2H-benzopyran-3-sulfonyl)-2-piperazinone), Cl (hydrochloric acid). The solvent is C(C)(=O)OCC (ethyl acetate), CO (methanol). Reaction conditions: time 30 minute. Yields the product ClC1=CC2=C(C=C(CO2)S(=O)(=O)N2CC(N(CC2)CC2(CCN(CC2)C2=CC=NC=C2)O)=O)C=C1 (4-(7-chloro-2H-benzopyran-3-sulfonyl)-1-[4-hydroxy-1-(4-pyridyl)piperidin-4-ylmethyl]-2-piperazinone). Yield: 87.7%. As a reaction SMILES: C(OC([N:8]1[CH2:13][CH2:12][C:11]([CH2:15][N:16]2[CH2:21][CH2:20][N:19]([S:22]([C:25]3[CH2:26][O:27][C:28]4[CH:34]=[C:33]([Cl:35])[CH:32]=[CH:31][C:29]=4[CH:30]=3)(=[O:24])=[O:23])[CH2:18][C:17]2=[O:36])([OH:14])[CH2:10][CH2:9]1)=O)(C)(C)C.Cl>C(OCC)(=O)C.CO>[Cl:35][C:33]1[CH:32]=[CH:31][C:29]2[CH:30]=[C:25]([S:22]([N:19]3[CH2:20][CH2:21][N:16]([CH2:15][C:11]4([OH:14])[CH2:12][CH2:13][N:8]([C:11]5[CH:12]=[CH:13][N:8]=[CH:9][CH:10]=5)[CH2:9][CH2:10]4)[C:17](=[O:36])[CH2:18]3)(=[O:23])=[O:24])[CH2:26][O:27][C:28]=2[CH:34]=1. Reported procedure: To 1-[1-(tert-butoxycarbonyl)-4-hydroxypiperidin-4-ylmethyl]-4-(7-chloro-2H-benzopyran-3-sulfonyl)-2-piperazinone (150 mg) were added 4N hydrochloric acid in ethyl acetate (8 ml) and methanol (4 ml), and the mixture was stirred at room temperature for 30 minutes. The reaction solution was concentrated, and to the residue were added 4-chloropyridine hydrochloride (81 mg), triethylamine (81 mg) and ethanol (20 ml). The mixture was allowed to react in a sealed tube at 150° C. for 15 hours. The reac... Starting materials: C(C=C)C1=C(C=CC(=C1)C(C)N)C1=C(C=CC(=C1)F)OC (1-(2-allyl-5′-fluoro-2′-methoxy-biphenyl-4-yl)-ethylamine), ClC=1C=CC(=C(C1)B(O)O)OC (5-chloro-2-methoxyphenyl boronic acid), FC=1C=C(C=CC1F)S(=O)(=O)Cl (3,4-di-fluorophenyl sulfonyl chloride), FC=1C=C(C=CC1C(C)NS(=O)(=O)C=1C(=NN(C1)C)C(F)(F)F)C1=C(C=CC(=C1)F)OC (1-Methyl-3-trifluoromethyl-1H-pyrazole-4-sulfonic acid [1-(3,5′-difluoro-2′-methoxy-biphenyl-4-yl)-ethyl]-amide), BrC1=CC(=C(C=C1)C(C)N)Cl (1-(4-bromo-2-chloro-phenyl)-ethylamine), ClC=1C=CC(=C(C1)C1=CC(=C(C=C1)C(C)N)F)OC (1-(5′-chloro-3-fluoro-2′-methoxy-biphenyl-4-yl)-ethylamine). Product: ClC=1C=CC(=C(C1)C1=CC(=C(C=C1)C(C)N)F)OC (1-(5′-Chloro-3-fluoro-2′-methoxy-biphenyl-4-yl)-ethylamine), ClC=1C=CC(=C(C1)C1=CC(=C(C=C1)C(C)NS(=O)(=O)C1=CC(=C(C=C1)F)F)F)OC (N-[1-(5′-Chloro-3-fluoro-2′-methoxy-biphenyl-4-yl)-ethyl]-3,4-difluoro-benzenesulfonamide). As a reaction SMILES: C(C1C=C(C(N)C)C=CC=1C1C=C(F)C=CC=1OC)C=C.BrC1C=CC(C(N)C)=C(Cl)C=1.ClC1C=CC(OC)=C(B(O)O)C=1.FC1C=C(C2C=C(F)C=CC=2OC)C=CC=1C(NS(C1C(C(F)(F)F)=NN(C)C=1)(=O)=O)C.[Cl:77][C:78]1[CH:79]=[CH:80][C:81]([O:94][CH3:95])=[C:82]([C:84]2[CH:89]=[CH:88][C:87]([CH:90]([NH2:92])[CH3:91])=[C:86]([F:93])[CH:85]=2)[CH:83]=1.[F:96][C:97]1[CH:98]=[C:99]([S:104](Cl)(=[O:106])=[O:105])[CH:100]=[CH:101][C:102]=1[F:103]>>[Cl:77][C:78]1[CH:79]=[CH:80][C:81]([O:94][CH3:95])=[C:82]([C:84]2[CH:89]=[CH:88][C:87]([CH:90]([NH2:92])[CH3:91])=[C:86]([F:93])[CH:85]=2)[CH:83]=1.[Cl:77][C:78]1[CH:79]=[CH:80][C:81]([O:94][CH3:95])=[C:82]([C:84]2[CH:89]=[CH:88][C:87]([CH:90]([NH:92][S:104]([C:99]3[CH:100]=[CH:101][C:102]([F:103])=[C:97]([F:96])[CH:98]=3)(=[O:106])=[O:105])[CH3:91])=[C:86]([F:93])[CH:85]=2)[CH:83]=1. Procedure details: 1-(5′-Chloro-3-fluoro-2′-methoxy-biphenyl-4-yl)-ethylamine was prepared in a similar manner to 1-(2-allyl-5′-fluoro-2′-methoxy-biphenyl-4-yl)-ethylamine (Example 34) using 1-(4-bromo-2-chloro-phenyl)-ethylamine instead of 1-(4-bromo-2-fluoro-phenyl)-ethylamine and 5-chloro-2-methoxyphenyl boronic acid instead of 5-fluoro-2-methoxyphenyl boronic acid. The title compound was prepared in a similar manner to 1-methyl-3-trifluoromethyl-1H-pyrazole-4-sulfonic acid [1-(3,5′-difluoro-2′-methoxy-biphenyl... Reagents/catalysts: [Fe] (iron). The yield is 81.0%. Procedure: In a mixture of 10 ml of glacial acetic acid with 1.25 ml of water, 2-(5,6,7,8-tetrahydro-3-nitro-2-naphthoxy)-propionic acid ethyl ester is dissolved and mixed in portions with 960 mg of iron powder. It is heated, cooled and poured onto water. The crystals are suctioned off and washed with water, dissolved again with ethyl acetate and washed with soda solution, the organic phase is washed with brine, dried with magnesium sulfate and concentrated by evaporation. 740 mg, yield 81%, results. Solvent: C(C)(=O)O (acetic acid). Reactants: O (water), C(C)OC(C(C)OC1=CC=2CCCCC2C=C1[N+](=O)[O-])=O (2-(5,6,7,8-tetrahydro-3-nitro-2-naphthoxy)-propionic acid ethyl ester). The product is CC1C(NC2=C(O1)C=C1CCCCC1=C2)=O (2-Methyl-6,7,8,9-tetrahydronaphth[2,3-b]-1,4-oxazin-3(4H)-one). As a reaction SMILES: O.C([O:4][C:5](=O)[CH:6]([O:8][C:9]1[C:18]([N+:19]([O-])=O)=[CH:17][C:16]2[CH2:15][CH2:14][CH2:13][CH2:12][C:11]=2[CH:10]=1)[CH3:7])C>C(O)(=O)C.[Fe]>[CH3:7][CH:6]1[O:8][C:9]2[CH:10]=[C:11]3[C:16](=[CH:17][C:18]=2[NH:19][C:5]1=[O:4])[CH2:15][CH2:14][CH2:13][CH2:12]3. Starting materials: BrC1=CC=C(CC2CC(=CC2=O)OCC(C)C)C=C1 (5-(4-Bromobenzyl)-3-isobutoxycyclopent-2-enone). Solvent: CC(=O)C (acetone). Conditions: time 16 hour. Yields the product BrC1=CC=C(CC2CC(=CC2=O)O)C=C1 (5-(4-Bromobenzyl)-3-hydroxycyclopent-2-enone). The yield is 46.0%. RXN SMILES: [Br:1][C:2]1[CH:19]=[CH:18][C:5]([CH2:6][CH:7]2[C:11](=[O:12])[CH:10]=[C:9]([O:13]CC(C)C)[CH2:8]2)=[CH:4][CH:3]=1>CC(C)=O>[Br:1][C:2]1[CH:3]=[CH:4][C:5]([CH2:6][CH:7]2[C:11](=[O:12])[CH:10]=[C:9]([OH:13])[CH2:8]2)=[CH:18][CH:19]=1. Procedure details: To a mixture of 5 (0.110 g, 0.34 mmol) in acetone (4.2 mL) 2 N hydrochloric acid (1.7 mL) was added at rt and the mixture was stirred for 16 h. The reaction mixture was then concentrated under reduced pressure and the residue is purified by preparative reverse phase HPLC providing 7 as a white solid (46% yield). Reactants: CC(=O)O, ClCCl, OO, O=C(O)c1ccc(C=Cc2ccc(S(=O)Cc3ccc4ccccc4n3)cc2)cc1. Yields the product O=C(O)c1ccc(C=Cc2ccc(S(=O)(=O)Cc3ccc4ccccc4n3)cc2)cc1. As a reaction SMILES: [CH3:31][C:32]([OH:33])=[O:34].[Cl:37][CH2:38][Cl:39].[OH:35][OH:36].[n:1]1[c:2]([CH2:11][S:12](=[O:13])[c:14]2[cH:15][cH:16][c:17]([CH:18]=[CH:19][c:20]3[cH:21][cH:22][c:23]([C:24](=[O:25])[OH:26])[cH:27][cH:28]3)[cH:29][cH:30]2)[cH:3][cH:4][c:5]2[cH:6][cH:7][cH:8][cH:9][c:10]12>>[n:1]1[c:2]([CH2:11][S:12](=[O:13])([c:14]2[cH:15][cH:16][c:17]([CH:18]=[CH:19][c:20]3[cH:21][cH:22][c:23]([C:24](=[O:25])[OH:26])[cH:27][cH:28]3)[cH:29][cH:30]2)=[O:33])[cH:3][cH:4][c:5]2[cH:6][cH:7][cH:8][cH:9][c:10]12. The reactants are ClC=1C=C2C(=CC(OC2=CC1O)(C)C)C(F)(F)F (6-Chloro-2,2-dimethyl-4-(trifluoromethyl)-2H-chromen-7-ol), OCCCOC1=CC=C(OC(C(=O)OC)(CC)C)C=C1 (methyl 2-(4-(3-hydroxypropoxy)phenoxy)-2-methylbutanoate), C1(=CC=CC=C1)P(C1=CC=CC=C1)C1=CC=CC=C1 (triphenylphosphine), N(=NC(=O)OCC)C(=O)OCC (diethyl azodicarboxylate). Run in C1CCOC1 (THF). Run at time 16 hour. The product is ClC=1C=C2C(=CC(OC2=CC1OCCCOC1=CC=C(OC(C(=O)OC)(CC)C)C=C1)(C)C)C(F)(F)F (methyl 2-(4-(3-((6-chloro-2,2-dimethyl-4-(trifluoromethyl)-2H-chromen-7-yl)oxy)propoxy)phenoxy)-2-methylbutanoate). Yield: 61.8%. Reaction SMILES: [Cl:1][C:2]1[CH:3]=[C:4]2[C:9](=[CH:10][C:11]=1[OH:12])[O:8][C:7]([CH3:14])([CH3:13])[CH:6]=[C:5]2[C:15]([F:18])([F:17])[F:16].O[CH2:20][CH2:21][CH2:22][O:23][C:24]1[CH:38]=[CH:37][C:27]([O:28][C:29]([CH3:36])([CH2:34][CH3:35])[C:30]([O:32][CH3:33])=[O:31])=[CH:26][CH:25]=1.C1(P(C2C=CC=CC=2)C2C=CC=CC=2)C=CC=CC=1.N(C(OCC)=O)=NC(OCC)=O>C1COCC1>[Cl:1][C:2]1[CH:3]=[C:4]2[C:9](=[CH:10][C:11]=1[O:12][CH2:20][CH2:21][CH2:22][O:23][C:24]1[CH:38]=[CH:37][C:27]([O:28][C:29]([CH3:36])([CH2:34][CH3:35])[C:30]([O:32][CH3:33])=[O:31])=[CH:26][CH:25]=1)[O:8][C:7]([CH3:14])([CH3:13])[CH:6]=[C:5]2[C:15]([F:16])([F:18])[F:17]. Reported procedure: To a solution of 6-Chloro-2,2-dimethyl-4-(trifluoromethyl)-2H-chromen-7-ol (0.66 g, 2.95 mmol), methyl 2-(4-(3-hydroxypropoxy)phenoxy)-2-methylbutanoate (1.0 g, 2.97 mmol) and triphenylphosphine (0.85 g, 3.24 mmol) in 25 mL THF is added diethyl azodicarboxylate (0.56 g, 3.21 mmol)(slight exotherm) and the reaction mixture is stirred at ambient temperature overnight (16 h). After concentrating under reduced pressure, the residue obtained is chromatographed over silica gel to provide methyl 2-(4-(... Reactants: titled intermediate, C1(=CC=CC=C1)S(=O)(=O)N1C=C(C2=CC=CC=C12)Br (1-benzene-sulfonyl-3-bromo-1H-indole), N1=C(C=CC=C1)C=1C(=C2N(N1)CCC2)B(O)O (2-(pyridin-2-yl)-5,6-dihydro-4H-pyrrolo[1,2-b]pyrazole-3-boronic acid). Run in C(Cl)Cl (methylene chloride). The product is C1(=CC=CC=C1)S(=O)(=O)N1C=C(C2=CC=CC=C12)C1=C2N(N=C1C1=NC=CC=C1)CCC2 (1-Benzenesulfonyl-3-(2-pyridin-2-yl-5,6-dihydro-4H-pyrrolo[1,2-b]pyrazol-3-yl)-1H-indole). As a reaction SMILES: [C:1]1([S:7]([N:10]2[C:18]3[C:13](=[CH:14][CH:15]=[CH:16][CH:17]=3)[C:12](Br)=[CH:11]2)(=[O:9])=[O:8])[CH:6]=[CH:5][CH:4]=[CH:3][CH:2]=1.[N:20]1[CH:25]=[CH:24][CH:23]=[CH:22][C:21]=1[C:26]1[C:27](B(O)O)=[C:28]2[CH2:33][CH2:32][CH2:31][N:29]2[N:30]=1>C(Cl)Cl>[C:1]1([S:7]([N:10]2[C:18]3[C:13](=[CH:14][CH:15]=[CH:16][CH:17]=3)[C:12]([C:27]3[C:26]([C:21]4[CH:22]=[CH:23][CH:24]=[CH:25][N:20]=4)=[N:30][N:29]4[CH2:31][CH2:32][CH2:33][C:28]=34)=[CH:11]2)(=[O:9])=[O:8])[CH:6]=[CH:5][CH:4]=[CH:3][CH:2]=1. Reported procedure: The titled intermediate was made via Preparation 33 (General Suzuki Coupling Method D) from 1-benzene-sulfonyl-3-bromo-1H-indole (Maybridge) and 2-(pyridin-2-yl)-5,6-dihydro-4H-pyrrolo[1,2-b]pyrazole-3-boronic acid (Preparation 5). MS (ESI) m/e 441 (M+1). TLC (SiO2): Rf0.5 (1:1 methylene chloride/[80:18:2 chloroform/methanol/concentrated aqueous ammonium hydroxide]). Reagents/catalysts: [Pd] (palladium). Procedure details: 6-(4,5-Methylenedioxy-2-nitrophenyl)-2,3-dimethoxynaphthalene (25 mg, 0.071 mmol) was hydrogenated overnight in ethyl acetate (40 mL) at 40˜45 lb./sq. in. under catalysis of palladium (10 wt % on activated carbon, 20 mg). The solution was passed through celite bed and the catalyst was washed with ethyl acetate (3×10 ml). Concentration in vacuo gave the crude product. Chromatography using 60:40 hexanes:ethyl acetate gave compound 13 (15 mg) in 66% yield; 1H NMR (CDCl3) d 4.01(3H, s), 4.02(3H, s),... The yield is 65.3%. The solvent is C(C)(=O)OCC (ethyl acetate), C(C)(=O)OCC (ethyl acetate), hexanes. Reaction SMILES: [CH2:1]1[O:9][C:8]2[C:3](=[CH:4][C:5]([N+:24]([O-])=O)=[C:6]([C:10]3[CH:11]=[C:12]4[C:17](=[CH:18][CH:19]=3)[CH:16]=[C:15]([O:20][CH3:21])[C:14]([O:22][CH3:23])=[CH:13]4)[CH:7]=2)[O:2]1>C(OCC)(=O)C.[Pd]>[NH2:24][C:5]1[CH:4]=[C:3]2[O:2][CH2:1][O:9][C:8]2=[CH:7][C:6]=1[C:10]1[CH:11]=[C:12]2[C:17](=[CH:18][CH:19]=1)[CH:16]=[C:15]([O:20][CH3:21])[C:14]([O:22][CH3:23])=[CH:13]2. The product is NC1=C(C=C2C(=C1)OCO2)C=2C=C1C=C(C(=CC1=CC2)OC)OC (6-(2-Amino-4,5-methylenedioxyphenyl)-2,3-dimethoxy-naphthalene). Starting materials: C1OC2=CC(=C(C=C2O1)C=1C=C2C=C(C(=CC2=CC1)OC)OC)[N+](=O)[O-] (6-(4,5-Methylenedioxy-2-nitrophenyl)-2,3-dimethoxynaphthalene). Reactants: [OH-].[Na+] (sodium hydroxide), [BH4-].[Na+] (sodium borohydride), C1(=CC=CC=C1)N1CCN(CC1)CC1=CC=C(N[N+](=O)[O-])C=C1 (4-(4-phenylpiperazine-1-yl methyl)-nitro-aniline), O.O.[Sn](Cl)Cl (tin (II) dichloride dihydrate). The solvent is C(C)O (ethanol), C(C)O (ethanol). Run at temperature 0 celsius, time 2 hour. The product is C1(=CC=CC=C1)N1CCN(CC1)CC1=CC=C(C=C1)N (4-(4-Phenyl-piperazin-1-yl methyl)phenylamine). Yield: 49.1%. RXN SMILES: [BH4-].[Na+].[C:3]1([N:9]2[CH2:14][CH2:13][N:12]([CH2:15][C:16]3[CH:25]=[CH:24][C:19]([NH:20][N+]([O-])=O)=[CH:18][CH:17]=3)[CH2:11][CH2:10]2)[CH:8]=[CH:7][CH:6]=[CH:5][CH:4]=1.O.O.[Sn](Cl)Cl.[OH-].[Na+]>C(O)C>[C:3]1([N:9]2[CH2:10][CH2:11][N:12]([CH2:15][C:16]3[CH:17]=[CH:18][C:19]([NH2:20])=[CH:24][CH:25]=3)[CH2:13][CH2:14]2)[CH:8]=[CH:7][CH:6]=[CH:5][CH:4]=1 |f:0.1,3.4.5,6.7|. Procedure details: A solution of sodium borohydride (63 mg, 1.68 mmol) in ethanol (1 ml) was added drop-wise to a stirred solution of 4-(4-phenylpiperazine-1-yl methyl)-nitro-aniline (1 g, 3.36 mmol) and tin (II) dichloride dihydrate (2.27 g, 10.10 mmol) in ethanol (20 ml) at 60° C. The resulting solution was stirred for 2 h after which the reaction was cooled to 0° C. and basified (pH>10) by the addition of sodium hydroxide (2M). The aqueous layer was extracted with dichloromethane (3×20 ml) and the combined orga...